From a dataset of the Open Reaction Database (ORD), a public repository of structured organic reaction records. describe an organic reaction: reactants, conditions, products, and yield The reactants are COC(C1=C(C=CC=C1)OCCN1CCC(CC1)C1=CNC2=CC=CC=C12)=O (2-{2-[4-(1H-indol-3-yl)-piperidin-1-yl]-ethoxy}-benzoic acid methyl ester), BrCCOC1OCCCC1 (2-(2-bromoethoxy)tetrahydro-2H-piran), [H-].[Na+] (NaH). The solvent is CN(C)C=O (DMF), CN(C)C=O (DMF), CN(C)C=O (DMF). Conditions: time 30 minute. The product is COC(C1=C(C=CC=C1)OCCN1CCC(CC1)C1=CN(C2=CC=CC=C12)CCOC1OCCCC1)=O (2-(4-{1-[2-(tetrahydro-pyran-2-yloxy)-ethyl]-1H-indol-3-yl}-piperidin-1-yl)-ethoxyl-benzoic acid methyl ester). As a reaction SMILES: [H-].[Na+].[CH3:3][O:4][C:5](=[O:30])[C:6]1[CH:11]=[CH:10][CH:9]=[CH:8][C:7]=1[O:12][CH2:13][CH2:14][N:15]1[CH2:20][CH2:19][CH:18]([C:21]2[C:29]3[C:24](=[CH:25][CH:26]=[CH:27][CH:28]=3)[NH:23][CH:22]=2)[CH2:17][CH2:16]1.Br[CH2:32][CH2:33][O:34][CH:35]1[CH2:40][CH2:39][CH2:38][CH2:37][O:36]1>CN(C=O)C>[CH3:3][O:4][C:5](=[O:30])[C:6]1[CH:11]=[CH:10][CH:9]=[CH:8][C:7]=1[O:12][CH2:13][CH2:14][N:15]1[CH2:16][CH2:17][CH:18]([C:21]2[C:29]3[C:24](=[CH:25][CH:26]=[CH:27][CH:28]=3)[N:23]([CH2:32][CH2:33][O:34][CH:35]3[CH2:40][CH2:39][CH2:38][CH2:37][O:36]3)[CH:22]=2)[CH2:19][CH2:20]1 |f:0.1|. Procedure: To a suspension of 0.29 g (7 mmol) of a dispersion of 60% NaH in 10 mL of anhydrous DMF under inert atmosphere, a solution of 1.5 g (4 mmol) of 2-{2-[4-(1H-indol-3-yl)-piperidin-1-yl]-ethoxy}-benzoic acid methyl ester, prepared in Example 1 (part D), in 5 mL of DMF was added. After 30 minutes at room temperature, a solution of 1.09 g (5.2 mmol) of 2-(2-bromoethoxy)tetrahydro-2H-piran in 2 mL of DMF was added. The reaction mixture was stirred at room temperature for 15 hours. The solvent was remo...